Task: describe an organic reaction: reactants, conditions, products, and yield. Dataset: the Open Reaction Database (ORD), a public repository of structured organic reaction records Product: COc1ccccc1Oc1c(Cl)nc(C)nc1NS(=O)(=O)c1ccc(C(C)(C)C)cc1. Reactants: CC(C)(C)c1ccc(S(N)(=O)=O)cc1, CS(C)=O, COc1ccccc1Oc1c(Cl)nc(C)nc1Cl, [K], O. RXN SMILES: [C:20]([CH3:21])([CH3:22])([CH3:23])[c:24]1[cH:25][cH:26][c:27]([S:30](=[O:31])(=[O:32])[NH2:33])[cH:28][cH:29]1.[CH3:34][S:35]([CH3:36])=[O:37].[Cl:1][c:2]1[n:3][c:4]([CH3:18])[n:5][c:6]([Cl:17])[c:7]1[O:8][c:9]1[c:10]([O:15][CH3:16])[cH:11][cH:12][cH:13][cH:14]1.[K:19].[OH2:38]>>[c:2]1([NH:33][S:30]([c:27]2[cH:26][cH:25][c:24]([C:20]([CH3:21])([CH3:22])[CH3:23])[cH:29][cH:28]2)(=[O:31])=[O:32])[n:3][c:4]([CH3:18])[n:5][c:6]([Cl:17])[c:7]1[O:8][c:9]1[c:10]([O:15][CH3:16])[cH:11][cH:12][cH:13][cH:14]1. Reactants: C(C)(C)(C)OC(=O)N1CCC(CC1)OC1=C(C=NC2=CC=C(C=C12)\C=C/1\C(N=C(S1)NC1CC1)=O)C#N (4-{3-cyano-6-[2-cyclopropylamino-4-oxo-4H-thiazol-(5Z)-ylidenemethyl]-quinolin-4-yloxy}-piperidine-1-carboxylic acid tert-butyl ester), Cl.O1CCOCC1 (HCl Dioxane). Yields the product C1(CC1)NC=1SC(C(N1)=O)=CC=1C=C2C(=C(C=NC2=CC1)C#N)OC1CCNCC1 (6-(2-cyclopropylamino-4-oxo-4H-thiazol-5-ylidenemethyl)-4-(piperidin-4-yloxy)-quinoline-3-carbonitrile). RXN SMILES: C(OC([N:8]1[CH2:13][CH2:12][CH:11]([O:14][C:15]2[C:24]3[C:19](=[CH:20][CH:21]=[C:22](/[CH:25]=[C:26]4/[C:27](=[O:35])[N:28]=[C:29]([NH:31][CH:32]5[CH2:34][CH2:33]5)[S:30]/4)[CH:23]=3)[N:18]=[CH:17][C:16]=2[C:36]#[N:37])[CH2:10][CH2:9]1)=O)(C)(C)C.Cl.O1CCOCC1>>[CH:32]1([NH:31][C:29]2[S:30][C:26](=[CH:25][C:22]3[CH:23]=[C:24]4[C:19](=[CH:20][CH:21]=3)[N:18]=[CH:17][C:16]([C:36]#[N:37])=[C:15]4[O:14][CH:11]3[CH2:10][CH2:9][NH:8][CH2:13][CH2:12]3)[C:27](=[O:35])[N:28]=2)[CH2:33][CH2:34]1 |f:1.2|. Procedure details: Similar procedure as described in example 30 was used, starting from 4-{3-cyano-6-[2-cyclopropylamino-4-oxo-4H-thiazol-(5Z)-ylidenemethyl]-quinolin-4-yloxy}-piperidine-1-carboxylic acid tert-butyl ester (example 33) and 4N HCl/Dioxane to give 6-(2-cyclopropylamino-4-oxo-4H-thiazol-5-ylidenemethyl)-4-(piperidin-4-yloxy)-quinoline-3-carbonitrile; hydrochloride. LC-MS m/e 420 (MH+). Starting materials: C1(CC1)CBr (cyclopropylmethyl bromide), ClC1=CC=C(CCl)C=C1 (4-chlorobenzyl chloride), CC=1N=C(SC1C(=O)OCC)N1C(NCC1)=O (ethyl 4-methyl-2-(2-oxoimidazolidin-1-yl)thiazole-5-carboxylate). Yields the product ClC1=CC=C(CN2C(N(CC2)C=2SC(=C(N2)C)C(=O)OCC)=O)C=C1 (ethyl 2-(3-(4-chlorobenzyl)-2-oxoimidazolidin-1-yl)-4-methylthiazole-5-carboxylate). The yield is 84.0%. As a reaction SMILES: C1(CBr)CC1.[Cl:6][C:7]1[CH:14]=[CH:13][C:10]([CH2:11]Cl)=[CH:9][CH:8]=1.[CH3:15][C:16]1[N:17]=[C:18]([N:26]2[CH2:30][CH2:29][NH:28][C:27]2=[O:31])[S:19][C:20]=1[C:21]([O:23][CH2:24][CH3:25])=[O:22]>>[Cl:6][C:7]1[CH:14]=[CH:13][C:10]([CH2:11][N:28]2[CH2:29][CH2:30][N:26]([C:18]3[S:19][C:20]([C:21]([O:23][CH2:24][CH3:25])=[O:22])=[C:16]([CH3:15])[N:17]=3)[C:27]2=[O:31])=[CH:9][CH:8]=1. Reported procedure: Following the procedure as described in Example 10, making variations as required to replace cyclopropylmethyl bromide with 4-chlorobenzyl chloride to react with ethyl 4-methyl-2-(2-oxoimidazolidin-1-yl)thiazole-5-carboxylate, the title compound was obtained in 84% yield: mp 117-119° C. (ethyl acetate/hexanes): 1H NMR (300 MHZ, DMSO-d6) δ 7.31 (d, J=7.2 Hz, 2H), 7.22 (d, J=7.2 Hz, 2H), 4.51 (s, 2H), 4.27 (q, J=7.8 Hz, 2H), 4.09-4.04 (m, 2H), 3.44-3.41 (m, 2H), 2.59 (s, 3H), 1.25 (t, J=7.8 Hz, 3H... Starting materials: BrCC1=CC=C(C(=C1C(=O)OC(C)(C)C)OC(=O)OC(C)(C)C)C(F)(F)F (tert-butyl 6-(bromomethyl)-2-[(tert-butoxycarbonyl)oxy]-3-(trifluoromethyl)benzoate), OC1=CC=C(C=C1)C1=C(C=C(C=C1)CC(=O)OC)OCOC (methyl [4′-hydroxy-2-(methoxymethoxy)-1,1′-biphenyl-4-yl]acetate). Product: C(C)(C)(C)OC(=O)C1=C(COC2=CC=C(C=C2)C2=C(C=C(C=C2)CC(=O)O)O)C=CC(=C1O)C(F)(F)F ((4′-{[2-(tert-Butoxycarbonyl)-3-hydroxy-4-(trifluoromethyl)benzyl]oxy}-2-hydroxy-1,1′-biphenyl-4-yl)acetic acid), compound. The yield is 7.0%. RXN SMILES: Br[CH2:2][C:3]1[C:8]([C:9]([O:11][C:12]([CH3:15])([CH3:14])[CH3:13])=[O:10])=[C:7]([O:16]C(OC(C)(C)C)=O)[C:6]([C:24]([F:27])([F:26])[F:25])=[CH:5][CH:4]=1.[OH:28][C:29]1[CH:34]=[CH:33][C:32]([C:35]2[CH:40]=[CH:39][C:38]([CH2:41][C:42]([O:44]C)=[O:43])=[CH:37][C:36]=2[O:46]COC)=[CH:31][CH:30]=1>>[C:12]([O:11][C:9]([C:8]1[C:7]([OH:16])=[C:6]([C:24]([F:26])([F:27])[F:25])[CH:5]=[CH:4][C:3]=1[CH2:2][O:28][C:29]1[CH:30]=[CH:31][C:32]([C:35]2[CH:40]=[CH:39][C:38]([CH2:41][C:42]([OH:44])=[O:43])=[CH:37][C:36]=2[OH:46])=[CH:33][CH:34]=1)=[O:10])([CH3:15])([CH3:14])[CH3:13]. Procedure details: According to a method similar to Example (40-2), Example (51-2), Example (33-5) and Example (17-4), from tert-butyl 6-(bromomethyl)-2-[(tert-butoxycarbonyl)oxy]-3-(trifluoromethyl)benzoate (1.66 g, 3.93 mmol) obtained in Example (28-5) and methyl [4′-hydroxy-2-(methoxymethoxy)-1,1′-biphenyl-4-yl]acetate (990 mg, 3.28 mmol), the title compound was obtained as a colorless amorphous compound (111 mg, yield: 7%). Starting materials: CCOC(=O)c1ccc(C(C(N)=O)C(C(N)=O)c2ccccc2N2CCCCC2)cc1, N, c1ccncc1. Product: CCOC(=O)c1ccc(C(C(N)=O)C(C#N)c2ccccc2N2CCCCC2)cc1. Reaction SMILES: [NH2:1][C:2](=[O:3])[CH:4]([c:5]1[c:6]([N:11]2[CH2:12][CH2:13][CH2:14][CH2:15][CH2:16]2)[cH:7][cH:8][cH:9][cH:10]1)[CH:17]([c:18]1[cH:19][cH:20][c:21]([C:22](=[O:23])[O:24][CH2:25][CH3:26])[cH:27][cH:28]1)[C:29](=[O:30])[NH2:31].[NH3:32].[cH:33]1[cH:34][cH:35][n:36][cH:37][cH:38]1>>[N:1]#[C:2][CH:4]([c:5]1[c:6]([N:11]2[CH2:12][CH2:13][CH2:14][CH2:15][CH2:16]2)[cH:7][cH:8][cH:9][cH:10]1)[CH:17]([c:18]1[cH:19][cH:20][c:21]([C:22](=[O:23])[O:24][CH2:25][CH3:26])[cH:27][cH:28]1)[C:29](=[O:30])[NH2:31].